Dataset: the Open Reaction Database (ORD), a public repository of structured organic reaction records. Task: describe an organic reaction: reactants, conditions, products, and yield The reactants are C(C)(=O)OCC (ethyl acetate), C([O-])([O-])=O.[Cs+].[Cs+] (cesium carbonate), CI (methyl iodide), OC=1C(=NC=CC1C)[N+](=O)[O-] (3-Hydroxy-4-methyl-2-nitropyridine). The solvent is CCCCCC (hexane), CN(C=O)C (dimethylformamide). Conditions: time 8 hour. Yields the product COC=1C(=NC=CC1C)[N+](=O)[O-] (3-Methoxy-4-methyl-2-nitropyridine). RXN SMILES: [OH:1][C:2]1[C:3]([N+:9]([O-:11])=[O:10])=[N:4][CH:5]=[CH:6][C:7]=1[CH3:8].[C:12](=O)([O-])[O-].[Cs+].[Cs+].CI.C(OCC)(=O)C>CN(C)C=O.CCCCCC>[CH3:12][O:1][C:2]1[C:3]([N+:9]([O-:11])=[O:10])=[N:4][CH:5]=[CH:6][C:7]=1[CH3:8] |f:1.2.3|. Reported procedure: 3-Hydroxy-4-methyl-2-nitropyridine (5 g) was dissolved in dimethylformamide (50 ml), added with cesium carbonate (11.6 g) and methyl iodide (13.7 g), and then the mixture was stirred overnight at room temperature. The reaction mixture was added with ethyl acetate and hexane, washed with water and dried over magnesium sulfate, and then the solvent was evaporated under reduced pressure to obtain the title compound (quantitative). The reactants are BrCCc1ccccc1, CCO, NCCO. Yields the product OCCNCCc1ccccc1. Reaction SMILES: [Br:1][CH2:2][CH2:3][c:4]1[cH:5][cH:6][cH:7][cH:8][cH:9]1.[CH3:14][CH2:15][OH:16].[NH2:10][CH2:11][CH2:12][OH:13]>>[CH2:2]([CH2:3][c:4]1[cH:5][cH:6][cH:7][cH:8][cH:9]1)[NH:10][CH2:11][CH2:12][OH:13]. The reactants are C/C(=C/C(=O)C)/[O-].C/C(=C/C(=O)C)/[O-].C/C(=C/C(=O)C)/[O-].[Fe+3] (iron(III) acetylacetonate), C1CCNC(=O)CCC(=O)N(CCCCCNC(=O)CCC(=O)N(CCCCCNC(=O)CCC(=O)N(CC1)O)O)O (desferrioxamine E). Solvent: C(C)(=O)OCC (ethyl acetate), O (water). Run at time 5 hour. The product is C1CCNC(=O)CCC(=O)N(CCCCCNC(=O)CCC(=O)N(CCCCCNC(=O)CCC(=O)N(CC1)[O-])[O-])[O-].[Fe+3] (ferrioxamine E). Reaction SMILES: C/C(/[O-])=C/C(C)=O.C/C(/[O-])=C/C(C)=O.C/C(/[O-])=C/C(C)=O.[Fe+3:22].[CH2:23]1[CH2:61][CH2:60][N:59]([OH:62])[C:57](=[O:58])[CH2:56][CH2:55][C:53](=[O:54])[NH:52][CH2:51][CH2:50][CH2:49][CH2:48][CH2:47][N:46]([OH:63])[C:44](=[O:45])[CH2:43][CH2:42][C:40](=[O:41])[NH:39][CH2:38][CH2:37][CH2:36][CH2:35][CH2:34][N:33]([OH:64])[C:31](=[O:32])[CH2:30][CH2:29][C:27](=[O:28])[NH:26][CH2:25][CH2:24]1>C(OCC)(=O)C.O>[CH2:23]1[CH2:61][CH2:60][N:59]([O-:62])[C:57](=[O:58])[CH2:56][CH2:55][C:53](=[O:54])[NH:52][CH2:51][CH2:50][CH2:49][CH2:48][CH2:47][N:46]([O-:63])[C:44](=[O:45])[CH2:43][CH2:42][C:40](=[O:41])[NH:39][CH2:38][CH2:37][CH2:36][CH2:35][CH2:34][N:33]([O-:64])[C:31](=[O:32])[CH2:30][CH2:29][C:27](=[O:28])[NH:26][CH2:25][CH2:24]1.[Fe+3:22] |f:0.1.2.3,7.8|. Reported procedure: A solution of 5.29 g (15 mmol) of iron(III) acetylacetonate in 300 ml of ethyl acetate is added to a suspension of 5.26 g (10 mmol) of desferrioxamine E in 500 ml of water, and the mixture is efficiently stirred for 5 hours at room temperature. The aqueous phase is then extracted repeatedly with ethyl acetate and then lyophilised to give ferrioxamine E. The reactants are C(C=C)[Si](CCC[Si](C)(C)OC)(CC=C)CC=C ({3-(triallylsilyl)propyl}(methoxy)dimethylsilane), [Br-].[Br-].C1(=CC=CC=C1)P(C1=CC=CC=C1)C1=CC=CC=C1 (triphenylphosphine dibromide). Run in ClCCl (dichloromethane), ClCCl (dichloromethane). Reaction conditions: time 5 hour. The product is C(C=C)[Si](CCC[Si](C)(C)Br)(CC=C)CC=C ({3-(triallylsilyl)propyl}(bromo)dimethylsilane). Reaction SMILES: [Br-:1].[Br-].C1(P(C2C=CC=CC=2)C2C=CC=CC=2)C=CC=CC=1.[CH2:22]([Si:25]([CH2:37][CH:38]=[CH2:39])([CH2:34][CH:35]=[CH2:36])[CH2:26][CH2:27][CH2:28][Si:29](OC)([CH3:31])[CH3:30])[CH:23]=[CH2:24]>ClCCl>[CH2:22]([Si:25]([CH2:37][CH:38]=[CH2:39])([CH2:34][CH:35]=[CH2:36])[CH2:26][CH2:27][CH2:28][Si:29]([Br:1])([CH3:31])[CH3:30])[CH:23]=[CH2:24] |f:0.1.2|. Procedure details: To triphenylphosphine dibromide (2.3 g, 5.5 mmol), distilled dichloromethane (15 ml) was added under a nitrogen atmosphere, to dissolve. Then, a solution, in which {3-(triallylsilyl)propyl}(methoxy)dimethylsilane (32) (1.5 g, 5.0 mmol) is dissolved in distilled dichloromethane (5 ml), was added and stirred at room temperature for 5 hours to obtain {3-(triallylsilyl)propyl}(bromo)dimethylsilane (33). After stirring, glass beads which was treated with Piranha solution was added and stirred further... The reactants are O=C1CCC(=O)N1Br, ClC(Cl)(Cl)Cl, CCOC(=O)C1=C(c2ccccc2)c2ccc(C)cc2C1=O, CC(C)(C#N)N=NC(C)(C)C#N, [W]. The product is CCOC(=O)C1=C(c2ccccc2)c2ccc(CBr)cc2C1=O. As a reaction SMILES: [Br:23][N:24]1[C:25](=[O:26])[CH2:27][CH2:28][C:29]1=[O:30].[C:43]([Cl:44])([Cl:45])([Cl:46])[Cl:47].[CH2:1]([CH3:2])[O:3][C:4](=[O:5])[C:6]1=[C:14]([c:15]2[cH:16][cH:17][cH:18][cH:19][cH:20]2)[c:13]2[c:8]([cH:9][c:10]([CH3:21])[cH:11][cH:12]2)[C:7]1=[O:22].[N:31]([C:32]([CH3:33])([CH3:34])[C:35]#[N:36])=[N:37][C:38]([CH3:39])([CH3:40])[C:41]#[N:42].[W:48]>>[CH2:1]([CH3:2])[O:3][C:4](=[O:5])[C:6]1=[C:14]([c:15]2[cH:16][cH:17][cH:18][cH:19][cH:20]2)[c:13]2[c:8]([cH:9][c:10]([CH2:21][Br:23])[cH:11][cH:12]2)[C:7]1=[O:22].